This data is from the Open Reaction Database (ORD), a public repository of structured organic reaction records. The task is: describe an organic reaction: reactants, conditions, products, and yield Starting materials: [OH-].[K+] (potassium hydroxide), Cl.OC1=C(N)C=CC(=C1)OC (2-hydroxy-4-methoxyaniline hydrochloride), C(=S)=S (carbon disulfide). The solvent is C(C)O (ethanol). Reaction conditions: time 24 hour. Product: COC1=CC2=C(N=C(O2)S)C=C1 (6-methoxy-2-mercaptobenzoxazole). RXN SMILES: Cl.[OH:2][C:3]1[CH:9]=[C:8]([O:10][CH3:11])[CH:7]=[CH:6][C:4]=1[NH2:5].[OH-].[K+].[C:14](=S)=[S:15]>C(O)C>[CH3:11][O:10][C:8]1[CH:7]=[CH:6][C:4]2[N:5]=[C:14]([SH:15])[O:2][C:3]=2[CH:9]=1 |f:0.1,2.3|. Reported procedure: A 50 mg portion of 2-hydroxy-4-methoxyaniline hydrochloride dissolved in 15 ml of ethanol was mixed with 16 mg of potassium hydroxide. After 10 minutes of reaction, to this was added 50 ml of carbon disulfide to carry out 24 hours of heating under reflux. The reaction mixture was concentrated under a reduced pressure, and the resulting residue was dissolved in 100 ml of dichloromethane, washed with water, dehydrated with magnesium sulfate and then concentrated under a reduced pressure. The resul...